Dataset: the Open Reaction Database (ORD), a public repository of structured organic reaction records. Task: describe an organic reaction: reactants, conditions, products, and yield The reactants are O=C([O-])[O-], CCCCCO, CCN=C=NCCCN(C)C, Cl, Cl, Cl, Cl, [K+], [K+], CCc1nc2c(cnn2CC)c(NC2CCOCC2)c1CN, O, O, On1nnc2ccccc21, CN(CCO)CCCCCCCC(=O)Nc1ccc(C(=O)O)cc1. Yields the product Cl, CCc1nc2c(cnn2CC)c(NC2CCOCC2)c1CNC(=O)c1ccc(NC(=O)CCCCCCCN(C)CCO)cc1. Reaction SMILES: [C:32](=[O:33])([O-:34])[O-:35].[CH2:1]([OH:2])[CH2:3][CH2:4][CH2:5][CH3:6].[CH3:39][N:40]([CH3:41])[CH2:42][CH2:43][CH2:44][N:45]=[C:46]=[N:47][CH2:48][CH3:49].[ClH:38].[ClH:61].[ClH:7].[ClH:84].[K+:36].[K+:37].[NH2:62][CH2:63][c:64]1[c:65]([NH:77][CH:78]2[CH2:79][CH2:80][O:81][CH2:82][CH2:83]2)[c:66]2[c:67]([n:68][c:69]1[CH2:70][CH3:71])[n:72]([CH2:75][CH3:76])[n:73][cH:74]2.[OH2:50].[OH2:85].[OH:51][n:52]1[c:53]2[cH:54][cH:55][cH:56][cH:57][c:58]2[n:59][n:60]1.[OH:8][CH2:9][CH2:10][N:11]([CH2:12][CH2:13][CH2:14][CH2:15][CH2:16][CH2:17][CH2:18][C:19](=[O:20])[NH:21][c:22]1[cH:23][cH:24][c:25]([C:26](=[O:27])[OH:28])[cH:29][cH:30]1)[CH3:31]>>[ClH:7].[OH:8][CH2:9][CH2:10][N:11]([CH2:12][CH2:13][CH2:14][CH2:15][CH2:16][CH2:17][CH2:18][C:19](=[O:20])[NH:21][c:22]1[cH:23][cH:24][c:25]([C:26](=[O:28])[NH:62][CH2:63][c:64]2[c:65]([NH:77][CH:78]3[CH2:79][CH2:80][O:81][CH2:82][CH2:83]3)[c:66]3[c:67]([n:68][c:69]2[CH2:70][CH3:71])[n:72]([CH2:75][CH3:76])[n:73][cH:74]3)[cH:29][cH:30]1)[CH3:31]. Starting materials: CC(C)(C)OC(=O)NC(C(=O)NC(Cc1ccc(S(=O)(=O)O)cc1)C(=O)O)C(C)(C)SC(c1ccccc1)(c1ccccc1)c1ccccc1, CCCC[N+](CCCC)(CCCC)CCCC, ClCCl, Cc1cccc(C)n1. Product: CC(C)(SC(c1ccccc1)(c1ccccc1)c1ccccc1)C(N)C(=O)NC(Cc1ccc(S(=O)(=O)O)cc1)C(=O)O. Reaction SMILES: [C:1]([O:2][C:3](=[O:4])[NH:8][CH:9]([C:10]([CH3:11])([CH3:12])[S:13][C:14]([c:15]1[cH:16][cH:17][cH:18][cH:19][cH:20]1)([c:21]1[cH:22][cH:23][cH:24][cH:25][cH:26]1)[c:27]1[cH:28][cH:29][cH:30][cH:31][cH:32]1)[C:33](=[O:34])[NH:35][CH:36]([CH2:37][c:38]1[cH:39][cH:40][c:41]([S:44](=[O:45])(=[O:46])[OH:47])[cH:42][cH:43]1)[C:48](=[O:49])[OH:50])([CH3:5])([CH3:6])[CH3:7].[CH2:51]([N+:52]([CH2:53][CH2:54][CH2:55][CH3:56])([CH2:57][CH2:58][CH2:59][CH3:60])[CH2:61][CH2:62][CH2:63][CH3:64])[CH2:65][CH2:66][CH3:67].[Cl:76][CH2:77][Cl:78].[n:68]1[c:69]([CH3:70])[cH:71][cH:72][cH:73][c:74]1[CH3:75]>>[NH2:8][CH:9]([C:10]([CH3:11])([CH3:12])[S:13][C:14]([c:15]1[cH:16][cH:17][cH:18][cH:19][cH:20]1)([c:21]1[cH:22][cH:23][cH:24][cH:25][cH:26]1)[c:27]1[cH:28][cH:29][cH:30][cH:31][cH:32]1)[C:33](=[O:34])[NH:35][CH:36]([CH2:37][c:38]1[cH:39][cH:40][c:41]([S:44](=[O:45])(=[O:46])[OH:47])[cH:42][cH:43]1)[C:48](=[O:49])[OH:50].